This data is from the Open Reaction Database (ORD), a public repository of structured organic reaction records. The task is: describe an organic reaction: reactants, conditions, products, and yield Starting materials: CCCCO, Clc1ccc2c(c1)CCN2, Clc1nc(Cl)c2[nH]cnc2n1. Yields the product Clc1ccc2c(c1)CCN2c1nc(Cl)nc2[nH]cnc12. As a reaction SMILES: [CH2:22]([OH:23])[CH2:24][CH2:25][CH3:26].[Cl:12][c:13]1[cH:14][c:15]2[c:19]([cH:20][cH:21]1)[NH:18][CH2:17][CH2:16]2.[Cl:1][c:2]1[n:3][c:4]([Cl:11])[c:5]2[nH:6][cH:7][n:8][c:9]2[n:10]1>>[Cl:1][c:2]1[n:3][c:4]([N:18]2[CH2:17][CH2:16][c:15]3[cH:14][c:13]([Cl:12])[cH:21][cH:20][c:19]32)[c:5]2[n:6][cH:7][nH:8][c:9]2[n:10]1. Starting materials: CCCCCCOC(=O)/N=C(\C1=CC=C(C=C1)NCC2=NC3=C(N2C)C=CC(=C3)C(=O)N(CCC(=O)OCC)C4=CC=CC=N4)/N.CS(=O)(=O)O (dabigatran etexilate methanesulfonate), hydroxypropylcellulose, talc. The solvent is C(C)(C)O (isopropanol). Product: CCCCCCOC(=O)/N=C(/C=1C=CC(=CC1)NCC2=NC=3C=C(C=CC3N2C)C(=O)N(CCC(=O)OCC)C=4C=CC=CN4)\N (Dabigatran Etexilate). As a reaction SMILES: [CH3:1][CH2:2][CH2:3][CH2:4][CH2:5][CH2:6][O:7][C:8](/[N:10]=[C:11](/[NH2:46])\[C:12]1[CH:17]=[CH:16][C:15]([NH:18][CH2:19][C:20]2[N:24]([CH3:25])[C:23]3[CH:26]=[CH:27][C:28]([C:30]([N:32]([C:40]4[N:45]=[CH:44][CH:43]=[CH:42][CH:41]=4)[CH2:33][CH2:34][C:35]([O:37][CH2:38][CH3:39])=[O:36])=[O:31])=[CH:29][C:22]=3[N:21]=2)=[CH:14][CH:13]=1)=[O:9].CS(O)(=O)=O>C(O)(C)C>[CH3:1][CH2:2][CH2:3][CH2:4][CH2:5][CH2:6][O:7][C:8](/[N:10]=[C:11](\[NH2:46])/[C:12]1[CH:13]=[CH:14][C:15]([NH:18][CH2:19][C:20]2[N:24]([CH3:25])[C:23]3[CH:26]=[CH:27][C:28]([C:30]([N:32]([C:40]4[CH:41]=[CH:42][CH:43]=[CH:44][N:45]=4)[CH2:33][CH2:34][C:35]([O:37][CH2:38][CH3:39])=[O:36])=[O:31])=[CH:29][C:22]=3[N:21]=2)=[CH:16][CH:17]=1)=[O:9] |f:0.1|. Procedure: 26.5 kg of hydroxypropylcellulose are added to 720 kg of isopropanol in a 1200 L mixing container fitted with a propeller stirrer and the mixture is stirred until fully dissolved (about 12 to 60 hours; roughly 500 rpm). Once the solution is clear, 132.3 kg of dabigatran etexilate methanesulfonate (polymorph I) is added with stirring (400 rpm) and the mixture is stirred for about another 20 to 30 minutes. Then 21.15 kg of talc is added at a constant stirring rate and stirring is continued at the ... Reactants: [OH-].[Li+] (Lithium hydroxide), intermediate, C1(CC1)COC1=C(C=CC=C1OC)/C=C/C=1N=C2SC=CN2C1C(=O)O (6-{(E)-2-[2-(Cyclopropylmethoxy)-3-methoxyphenyl]vinyl}imidazo[2,1-b][1,3]thiazole-5-carboxylic acid). The product is C(C(C)C)OC1=C(C=CC=C1OC)/C=C/C=1N=C2SC=CN2C1C(=O)O (6-{(E)-2-[2-(Isobutoxy)-3-methoxyphenyl]vinyl}imidazo[2,1-b][1,3]thiazole-5-carboxylic acid). Reaction SMILES: [OH-].[Li+].[CH:3]1([CH2:6][O:7][C:8]2[C:13]([O:14][CH3:15])=[CH:12][CH:11]=[CH:10][C:9]=2/[CH:16]=[CH:17]/[C:18]2[N:19]=[C:20]3[N:24]([C:25]=2[C:26]([OH:28])=[O:27])[CH:23]=[CH:22][S:21]3)[CH2:5][CH2:4]1>>[CH2:6]([O:7][C:8]1[C:13]([O:14][CH3:15])=[CH:12][CH:11]=[CH:10][C:9]=1/[CH:16]=[CH:17]/[C:18]1[N:19]=[C:20]2[N:24]([C:25]=1[C:26]([OH:28])=[O:27])[CH:23]=[CH:22][S:21]2)[CH:3]([CH3:5])[CH3:4] |f:0.1|. Reported procedure: Lithium hydroxide assisted hydrolysis of Step 1 intermediate (200 mg, 0.499 mmol) as described in Intermediate 1 gave 170 mg of the desired product as a white solid; 1H NMR (300 MHz, DMSO-d6) δ 1.07 (d, J=6.3 Hz, 6H), 2.14-2.27 (m, 1H), 3.76 (d, J=6.3 Hz, 2H), 3.87 (s, 3H), 6.86 (d, J=7.8 Hz, 1H), 6.95 (d, J=4.5 Hz, 1H), 7.06 (t, J=7.8 Hz, 1H), 7.32 (d, J=7.2 Hz, 1H), 7.84 (d, J=16.2 Hz, 1H), 8.07 (d, J=16.2 Hz, 1H), 8.12-8.17 (m, 1H); APCI-MS (m/z) 373.07 (MH)+.